Dataset: the Open Reaction Database (ORD), a public repository of structured organic reaction records. Task: describe an organic reaction: reactants, conditions, products, and yield Starting materials: BrC1=C(C=C2C(C(=CN(C2=C1OC)C1CC1)C(=O)OCC)=O)F (ethyl 7-bromo-1-cyclopropyl-6-fluoro-8-methoxy-1,4-dihydro-4-oxoquinoline-3-carboxylate), C1(=CC=C(C=C1)S(=O)(=O)N1CC2=CC=C(C=C2C1)[Sn](CCCC)(CCCC)CCCC)C (2-(p-toluenesulfonyl)-5-tributylstannylisoindoline). Reagents/catalysts: C1=CC=C(C=C1)P(C2=CC=CC=C2)C3=CC=CC=C3.C1=CC=C(C=C1)P(C2=CC=CC=C2)C3=CC=CC=C3.Cl[Pd]Cl (bis(triphenylphosphine)palladium (II) chloride). Run in C1(=CC=CC=C1)C (toluene). The product is C1(CC1)N1C=C(C(C2=CC(=C(C(=C12)OC)C=1C=C2CN(CC2=CC1)S(=O)(=O)C1=CC=C(C=C1)C)F)=O)C(=O)OCC (ethyl 1-cyclopropyl-6-fluoro-8-methoxy-7-[2-(p-toluenesulfonyl)isoindolin-5-yl]-1,4-dihydro-4-oxoquinoline-3-carboxylate). Reaction SMILES: Br[C:2]1[C:11]([O:12][CH3:13])=[C:10]2[C:5]([C:6](=[O:22])[C:7]([C:17]([O:19][CH2:20][CH3:21])=[O:18])=[CH:8][N:9]2[CH:14]2[CH2:16][CH2:15]2)=[CH:4][C:3]=1[F:23].[C:24]1([CH3:55])[CH:29]=[CH:28][C:27]([S:30]([N:33]2[CH2:41][C:40]3[C:35](=[CH:36][CH:37]=[C:38]([Sn](CCCC)(CCCC)CCCC)[CH:39]=3)[CH2:34]2)(=[O:32])=[O:31])=[CH:26][CH:25]=1>C1(C)C=CC=CC=1.C1C=CC(P(C2C=CC=CC=2)C2C=CC=CC=2)=CC=1.C1C=CC(P(C2C=CC=CC=2)C2C=CC=CC=2)=CC=1.Cl[Pd]Cl>[CH:14]1([N:9]2[C:10]3[C:5](=[CH:4][C:3]([F:23])=[C:2]([C:37]4[CH:36]=[C:35]5[C:40](=[CH:39][CH:38]=4)[CH2:41][N:33]([S:30]([C:27]4[CH:28]=[CH:29][C:24]([CH3:55])=[CH:25][CH:26]=4)(=[O:32])=[O:31])[CH2:34]5)[C:11]=3[O:12][CH3:13])[C:6](=[O:22])[C:7]([C:17]([O:19][CH2:20][CH3:21])=[O:18])=[CH:8]2)[CH2:16][CH2:15]1 |f:3.4.5|. Reported procedure: In 5 ml of toluene was suspended 0.25 g of ethyl 7-bromo-1-cyclopropyl-6-fluoro-8-methoxy-1,4-dihydro-4-oxoquinoline-3-carboxylate, and to this suspension were added 0.55 g of 2-(p-toluenesulfonyl)-5-tributylstannylisoindoline and 0.09 g of bis(triphenylphosphine)palladium (II) chloride, after which the resulting mixture was heated under reflux for eight hours under an argon stream. The reaction mixture was concentrated under reduced pressure, and the residue obtained was purified by a column ch...